Dataset: the Open Reaction Database (ORD), a public repository of structured organic reaction records. Task: describe an organic reaction: reactants, conditions, products, and yield Reactants: BrC=1C=C(C=NC1)N (5-bromo-pyridin-3-ylamine), ClC(=O)OC1=CC=C(C=C1)[N+](=O)[O-] (4-nitrophenyl chloroformate), CCN(C(C)C)C(C)C (DIPEA), FC(CN)(F)F (2,2,2-trifluoroethylamine). Solvent: C1CCOC1 (THF). Reaction conditions: temperature 60 celsius, time 16 hour. Product: BrC=1C=C(C=NC1)NC(=O)NCC(F)(F)F (1-(5-Bromo-pyridin-3-yl)-3-(2,2,2-trifluoro-ethyl)-urea). Isolated yield 57.0%. Reaction SMILES: [Br:1][C:2]1[CH:3]=[C:4]([NH2:8])[CH:5]=[N:6][CH:7]=1.Cl[C:10](OC1C=CC([N+]([O-])=O)=CC=1)=[O:11].CCN(C(C)C)C(C)C.[F:31][C:32]([F:36])([F:35])[CH2:33][NH2:34]>C1COCC1>[Br:1][C:2]1[CH:3]=[C:4]([NH:8][C:10]([NH:34][CH2:33][C:32]([F:36])([F:35])[F:31])=[O:11])[CH:5]=[N:6][CH:7]=1. Procedure: A solution of 5-bromo-pyridin-3-ylamine (1.73 g, 10 mmol) and 4-nitrophenyl chloroformate (2.2 g, 11 mmol) in dry THF (40 ml) was stirred and heated at 60° C. under N2 for 3 hours. After cooling to RT, DIPEA (5.2 ml, 30 mmol) and 2,2,2-trifluoroethylamine (1.6 ml, 20 mmol) were added and the solution was stirred at RT for 16 hours. The volatiles were removed in vacuo and the residue was partitioned between EtOAc and 1N NaOH. The organic layer was washed with H2O (×1) and brine (×1), then dried (...